Dataset: the Open Reaction Database (ORD), a public repository of structured organic reaction records. Task: describe an organic reaction: reactants, conditions, products, and yield Reactants: CCOc1nc(N2CCNCC2)nc2c1sc1nc(C)c(Cc3ccc([N+](=O)[O-])cc3)c(C)c12, CCO. Yields the product CCOc1nc(N2CCNCC2)nc2c1sc1nc(C)c(Cc3ccc(N)cc3)c(C)c12. As a reaction SMILES: [CH2:1]([CH3:2])[O:3][c:4]1[c:5]2[c:6]([n:7][c:8]([N:10]3[CH2:11][CH2:12][NH:13][CH2:14][CH2:15]3)[n:9]1)[c:16]1[c:17]([s:18]2)[n:19][c:20]([CH3:34])[c:21]([CH2:24][c:25]2[cH:26][cH:27][c:28]([N+:31]([O-:32])=[O:33])[cH:29][cH:30]2)[c:22]1[CH3:23].[CH3:35][CH2:36][OH:37]>>[CH2:1]([CH3:2])[O:3][c:4]1[c:5]2[c:6]([n:7][c:8]([N:10]3[CH2:11][CH2:12][NH:13][CH2:14][CH2:15]3)[n:9]1)[c:16]1[c:17]([s:18]2)[n:19][c:20]([CH3:34])[c:21]([CH2:24][c:25]2[cH:26][cH:27][c:28]([NH2:31])[cH:29][cH:30]2)[c:22]1[CH3:23].